Task: describe an organic reaction: reactants, conditions, products, and yield. Dataset: the Open Reaction Database (ORD), a public repository of structured organic reaction records Procedure details: 216 g of N,N-dimethyl-N'-(β-cyanoethyl)-1,3-diaminopropane are hydrogenated in 216 ml of isopropanol in the presence of 140 g of gaseous ammonia and 13 g of Raney nickel in an autoclave at 120° C. and under an initial pressure of 80 atmospheres until the pressure remains constant, which is already the case after 30 minutes. The catalyst is filtered off with suction, the filtrate is concentrated in a rotary evaporator and the residue is distilled through a packed column. Yield: 205.7 g (92.8%); b... As a reaction SMILES: [CH3:1][N:2]([CH3:11])[CH2:3][CH2:4][CH2:5][NH:6][CH2:7][CH2:8][C:9]#[N:10].N>C(O)(C)C.[Ni]>[CH3:11][N:2]([CH3:1])[CH2:3][CH2:4][CH2:5][NH:6][CH2:7][CH2:8][CH2:9][NH2:10]. Reagents/catalysts: [Ni] (Raney nickel). Solvent: C(C)(C)O (isopropanol). The product is CN(CCCNCCCN)C (N-(γ-Dimethylaminopropyl)-1,3-diaminopropane). The reactants are CN(CCCNCCC#N)C (N,N-dimethyl-N'-(β-cyanoethyl)-1,3-diaminopropane), N (ammonia). Reactants: O (water), [OH-].[Na+] (sodium hydroxide), C(CCCCCC)NC(N(C)C=1C=C(C=CC1)C1=CC=C(C=C1)/C=C(/C(=O)OCC)\C)=O (ethyl (E)-3-[3′-(3-heptyl-1-methylureido)biphenyl-4-yl]-2-methylacrylate), O1CCCC1.CO (tetrahydrofuran methanol). The solvent is C(C)(=O)O (acetic acid), 8/2. Reaction conditions: time 4 hour. The product is C(CCCCCC)NC(N(C)C=1C=C(C=CC1)C1=CC=C(C=C1)/C=C(/C(=O)O)\C)=O ((E)-3-[3′-(3-heptyl-1-methylureido)biphenyl-4-yl]-2-methylacrylic acid). Isolated yield 44.6%. As a reaction SMILES: [OH-].[Na+].[CH2:3]([NH:10][C:11](=[O:34])[N:12]([C:14]1[CH:15]=[C:16]([C:20]2[CH:25]=[CH:24][C:23](/[CH:26]=[C:27](\[CH3:33])/[C:28]([O:30]CC)=[O:29])=[CH:22][CH:21]=2)[CH:17]=[CH:18][CH:19]=1)[CH3:13])[CH2:4][CH2:5][CH2:6][CH2:7][CH2:8][CH3:9].O1CCCC1.CO.O>C(O)(=O)C>[CH2:3]([NH:10][C:11](=[O:34])[N:12]([C:14]1[CH:15]=[C:16]([C:20]2[CH:25]=[CH:24][C:23](/[CH:26]=[C:27](\[CH3:33])/[C:28]([OH:30])=[O:29])=[CH:22][CH:21]=2)[CH:17]=[CH:18][CH:19]=1)[CH3:13])[CH2:4][CH2:5][CH2:6][CH2:7][CH2:8][CH3:9] |f:0.1,3.4|. Procedure details: 1.5 g (2.5 mmol) of sodium hydroxide are added to a solution of 1.2 g (2.5 mmol) of ethyl (E)-3-[3′-(3-heptyl-1-methylureido)biphenyl-4-yl]-2-methylacrylate in 30 mL of an 8/2 tetrahydrofuran/methanol mixture. The reaction medium is stirred at room temperature for 4 hours. After addition of water and acidification to pH4 with acetic acid, the reaction medium is extracted with ethyl acetate. The organic phase is washed with saturated sodium chloride solution, dried over sodium sulfate, filtered a... The reactants are C(C)(=O)C=1C(=CC2=C(C(CCO2)C)C1)OC (6-Acetyl-2,3,-dihydro-7-methoxy-4-methyl-4H-1-benzopyran), B(Cl)(Cl)Cl (boron trichloride). Run in C(Cl)Cl (methylene chloride), C(Cl)Cl (methylene chloride). The product is C(C)(=O)C=1C(=CC2=C(C(CCO2)C)C1)O (6-Acetyl-2,3,-dihydro-7-hydroxy-4-methyl-4H-1-benzopyran). The yield is 67.7%. As a reaction SMILES: [C:1]([C:4]1[C:5]([O:15]C)=[CH:6][C:7]2[O:12][CH2:11][CH2:10][CH:9]([CH3:13])[C:8]=2[CH:14]=1)(=[O:3])[CH3:2].B(Cl)(Cl)Cl>C(Cl)Cl>[C:1]([C:4]1[C:5]([OH:15])=[CH:6][C:7]2[O:12][CH2:11][CH2:10][CH:9]([CH3:13])[C:8]=2[CH:14]=1)(=[O:3])[CH3:2]. Procedure details: The product of step (d) (57.4 g) in dry methylene chloride (500 ml) was treated with boron trichloride (61 g) in dry methylene chloride (150 ml) at -70° C. The cooling bath was removed and the reaction mixture was allowed to warm to room temperature during 1 hour. The reaction mixture was poured into water and the methylene chloride layer was separated, washed with water and dried. Evaporation of the solvent left 55.7 g of crude product; this was dissolved in ether and extracted several times wi... The reactants are ClC1=NC=CC(=N1)Cl (2,4-dichloro pyrimidine), C[O-].[Na+] (sodium methoxide). Solvent: CCCCCC (hexane), CO (methanol). Reaction conditions: time 14 hour. Yields the product ClC1=NC=CC(=N1)OC (2-chloro-4-methoxypyrimidine). Yield: 50.0%. RXN SMILES: [Cl:1][C:2]1[N:7]=[C:6](Cl)[CH:5]=[CH:4][N:3]=1.[CH3:9][O-:10].[Na+]>CO.CCCCCC>[Cl:1][C:2]1[N:7]=[C:6]([O:10][CH3:9])[CH:5]=[CH:4][N:3]=1 |f:1.2|. Reported procedure: To a solution of 2,4-dichloro pyrimidine (20 gm) in methanol (200 ml) was added sodium methoxide (8.7 gm) at 0 to 5° C. The resulting mixture was stirred for 14 hours at room temperature and then concentrated under reduced pressure to obtain a residual mass. The residual mass obtained was extracted with ethyl acetate and water. The combined organic layers were washed with water and sodium chloride solution, and then concentrated under vacuum to obtain a crude solid. The crude solid obtained was ... Starting materials: FC=1C=C(C=CC1N1C=NC(=C1)CO)N1C(O[C@H](C1)CNC(C)=O)=O (N-[(5S)-3-(3-Fluoro-4-(4-hydroxymethylimidazol-1-yl)phenyl)-2-oxooxazolidin-5-yl-methyl]acetamide), O1C(=CC=C1)C(=O)O (furan-2-carboxylic acid), C(C(C)(C)C)OC(N(C)C)OCC(C)(C)C (N,N-dimethylformamide dineopentyl acetal). The solvent is ClCCl (dichloromethane). Run at time 48 hour. Yields the product FC=1C=C(C=CC1N1C=NC(=C1)COC(=O)C=1OC=CC1)N1C(O[C@H](C1)CNC(C)=O)=O (N-[(5S)-3-(3-Fluoro-4-(4-(2-Furoyloxymethyl)imidazol-1-yl)phenyl)-2-oxooxazolidin-5-ylmethyl]acetamide). Isolated yield 83.3%. Reaction SMILES: [F:1][C:2]1[CH:3]=[C:4]([N:15]2[CH2:19][C@H:18]([CH2:20][NH:21][C:22](=[O:24])[CH3:23])[O:17][C:16]2=[O:25])[CH:5]=[CH:6][C:7]=1[N:8]1[CH:12]=[C:11]([CH2:13][OH:14])[N:10]=[CH:9]1.[O:26]1[CH:30]=[CH:29][CH:28]=[C:27]1[C:31](O)=[O:32].C(OC(OCC(C)(C)C)N(C)C)C(C)(C)C>ClCCl>[F:1][C:2]1[CH:3]=[C:4]([N:15]2[CH2:19][C@H:18]([CH2:20][NH:21][C:22](=[O:24])[CH3:23])[O:17][C:16]2=[O:25])[CH:5]=[CH:6][C:7]=1[N:8]1[CH:12]=[C:11]([CH2:13][O:14][C:31]([C:27]2[O:26][CH:30]=[CH:29][CH:28]=2)=[O:32])[N:10]=[CH:9]1. Reported procedure: N-[(5S)-3-(3-Fluoro-4-(4-hydroxymethylimidazol-1-yl)phenyl)-2-oxooxazolidin-5-yl-methyl]acetamide (174 mg, 0.5 mM) and furan-2-carboxylic acid (168 mg, 1.5 mM) were suspended in dry dichloromethane (20 ml) under argon, and N,N-dimethylformamide dineopentyl acetal (462 mg, 2 mM) added. The mixture was stirred at ambient temperature for 48 hours giving a solution. The mixture was diluted with an equal volume of dichworomethane, and washed with sufficent 5% aqueous sodium bicarbonate to remove all ...